From a dataset of the Open Reaction Database (ORD), a public repository of structured organic reaction records. describe an organic reaction: reactants, conditions, products, and yield Starting materials: C(#N)C1=NC=CC(=C1)CN1C([C@H](CC1)NS(=O)(=O)C1=CC2=CC(=CC=C2C=C1)OC)=O (7-methoxynaphthalene-2-sulfonic acid-[1-(2-cyanopyridin-4-ylmethyl)-2-oxopyrrolidin-3-(S)-yl]amide), CI (methyl iodide). Yields the product C(#N)C1=NC=CC(=C1)CN1C([C@H](CC1)N(S(=O)(=O)C1=CC2=CC(=CC=C2C=C1)OC)C)=O (7-Methoxynaphthalene-2-sulfonic acid-[1-(2-cyanopyridin-4-ylmethyl)-2-oxopyrrolidin-3-(S)-yl]-methylamide). RXN SMILES: [C:1]([C:3]1[CH:8]=[C:7]([CH2:9][N:10]2[CH2:14][CH2:13][C@H:12]([NH:15][S:16]([C:19]3[CH:28]=[CH:27][C:26]4[C:21](=[CH:22][C:23]([O:29][CH3:30])=[CH:24][CH:25]=4)[CH:20]=3)(=[O:18])=[O:17])[C:11]2=[O:31])[CH:6]=[CH:5][N:4]=1)#[N:2].[CH3:32]I>>[C:1]([C:3]1[CH:8]=[C:7]([CH2:9][N:10]2[CH2:14][CH2:13][C@H:12]([N:15]([CH3:32])[S:16]([C:19]3[CH:28]=[CH:27][C:26]4[C:21](=[CH:22][C:23]([O:29][CH3:30])=[CH:24][CH:25]=4)[CH:20]=3)(=[O:18])=[O:17])[C:11]2=[O:31])[CH:6]=[CH:5][N:4]=1)#[N:2]. Reported procedure: The title compound is prepared from 7-methoxynaphthalene-2-sulfonic acid-[1-(2-cyanopyridin-4-ylmethyl)-2-oxopyrrolidin-3-(S)-yl]amide as described in EXAMPLE 141, Part D using methyl iodide in place of benzyl bromide. The crude product is purified by column chromatography eluting with gradient of 20% EtOAc/CH2Cl2 to 40% EtOAc/CH2Cl2 to afford the title compound as a white solid. The reactants are CC1(C(CC=C1C)CC=O)C (2-(2,2,3-trimethylcyclopent-3-en-1-yl) acetaldehyde). Reagents/catalysts: [Pd] (Pd on carbon). Product: CC1(C(CCC1C)CC=O)C (2-(2,2,3-trimethylcyclopent-1-yl) acetaldehyde). RXN SMILES: [CH3:1][C:2]1([CH3:11])[C:6]([CH3:7])=[CH:5][CH2:4][CH:3]1[CH2:8][CH:9]=[O:10]>[Pd]>[CH3:11][C:2]1([CH3:1])[CH:6]([CH3:7])[CH2:5][CH2:4][CH:3]1[CH2:8][CH:9]=[O:10]. Reported procedure: 510 g of 2-(2,2,3-trimethylcyclopent-3-en-1-yl) acetaldehyde at 85% (2.85 moles) were hydrogenated with 20 g of 5% Pd on carbon (50% wet) with 10 g of soda ash at 60 psi and 50°-60° C. The crude product was distilled from 22 g of boric anhydride affording 324 g of purified product, containing pinocamphone as a 10-15% impurity. BP 48° C./0.6 mmHg; 1H-NMR (300 MHz), δ 0.54 (3H, s), 0.87 (3H, d, J=6.6 Hz), 0.88 (3H, s), 1.1-1.4 (2H, m), 2.25 (1H, m), 2.50 (1H, m), 2.55 (1H, m), 2.70-2.95 (3H, br m)... Reactants: C(C)(C)(C)OC(=O)N1[C@H]([C@H](CCC1)NCC1=C(C=C2CCC=3N(C2=C1)CCN3)OC)C3=CC=CC=C3 ((2S,3S)-1-tert-Butoxycarbonyl-3-[(7-methoxy-1,2,4,5-tetrahydroimidazo[1,2-a]quinolin-8-yl)methyl]amino-2-phenylpiperidine), Cl.Cl.COC=1C=C2CCC=3N(C2=CC1CN[C@@H]1[C@@H](NCCC1)C1=CC=CC=C1)N=NN3 ((2S,3S)-3-[(7-Methoxy-4,5-dihydro-[1,2,3,4]tetrazolo[1,5-a]quinolin-8-yl)methyl]amino-2-phenylpiperidine dihydrochloride). Product: Cl.Cl.Cl.COC=1C=C2CCC=3N(C2=CC1CN[C@@H]1[C@@H](NCCC1)C1=CC=CC=C1)CCN3 ((2S,3S)-3-[(7-Methoxy-1,2,4,5-tetrahydroimidazo[1,2-a]quinolin-8-yl)methyl]amino-2-phenylpiperidine trihydrochloride). As a reaction SMILES: C(OC([N:8]1[CH2:13][CH2:12][CH2:11][C@H:10]([NH:14][CH2:15][C:16]2[CH:25]=[C:24]3[C:19]([CH2:20][CH2:21][C:22]4[N:23]3[CH2:26][CH2:27][N:28]=4)=[CH:18][C:17]=2[O:29][CH3:30])[C@@H:9]1[C:31]1[CH:36]=[CH:35][CH:34]=[CH:33][CH:32]=1)=O)(C)(C)C.[ClH:37].Cl.COC1C=C2C(=CC=1CN[C@H]1CCCN[C@H]1C1C=CC=CC=1)N1N=NN=C1CC2>>[ClH:37].[ClH:37].[ClH:37].[CH3:30][O:29][C:17]1[CH:18]=[C:19]2[C:24](=[CH:25][C:16]=1[CH2:15][NH:14][C@H:10]1[CH2:11][CH2:12][CH2:13][NH:8][C@H:9]1[C:31]1[CH:32]=[CH:33][CH:34]=[CH:35][CH:36]=1)[N:23]1[CH2:26][CH2:27][N:28]=[C:22]1[CH2:21][CH2:20]2 |f:1.2.3,4.5.6.7|. Procedure: This compound was prepared from Compound 16 in the same manner of Compound 8. Reactants: C=O, CO, CC(C)c1cc(Oc2c(Cl)cc(-n3nc(C#N)c(=O)[nH]c3=O)cc2Cl)n[nH]c1=O, O. The product is CC(C)c1cc(Oc2c(Cl)cc(-n3nc(C#N)c(=O)[nH]c3=O)cc2Cl)nn(CO)c1=O. As a reaction SMILES: [CH2:30]=[O:31].[CH3:32][OH:33].[Cl:1][c:2]1[cH:3][c:4](-[n:20]2[n:21][c:22]([C:28]#[N:29])[c:23](=[O:27])[nH:24][c:25]2=[O:26])[cH:5][c:6]([Cl:19])[c:7]1[O:8][c:9]1[n:10][nH:11][c:12](=[O:18])[c:13]([CH:15]([CH3:16])[CH3:17])[cH:14]1.[OH2:34]>>[Cl:1][c:2]1[cH:3][c:4](-[n:20]2[n:21][c:22]([C:28]#[N:29])[c:23](=[O:27])[nH:24][c:25]2=[O:26])[cH:5][c:6]([Cl:19])[c:7]1[O:8][c:9]1[n:10][n:11]([CH2:30][OH:31])[c:12](=[O:18])[c:13]([CH:15]([CH3:16])[CH3:17])[cH:14]1. Starting materials: CC(=O)OCCl, CN(C)C=O, [K], O=C(O)Cc1oc2cccc-2cc1-c1ccccc1. Product: CC(=O)OCOC(=O)Cc1oc2cccc-2cc1-c1ccccc1. Reaction SMILES: [C:21]([CH3:22])(=[O:23])[O:24][CH2:25][Cl:26].[CH3:27][N:28]([CH3:29])[CH:30]=[O:31].[K:1].[c:2]1(-[c:8]2[c:9]([CH2:17][C:18](=[O:19])[OH:20])[o:10][c:11]3[cH:15][cH:14][cH:13][c:12]-3[cH:16]2)[cH:3][cH:4][cH:5][cH:6][cH:7]1>>[c:2]1(-[c:8]2[c:9]([CH2:17][C:18](=[O:19])[O:20][CH2:25][O:24][C:21]([CH3:22])=[O:23])[o:10][c:11]3[cH:15][cH:14][cH:13][c:12]-3[cH:16]2)[cH:3][cH:4][cH:5][cH:6][cH:7]1. Reactants: C(C)(=O)NNC(=O)C1=NC(=CC2=C1C(=NN2C(C2=CC=CC=C2)(C2=CC=CC=C2)C2=CC=CC=C2)OC)Cl (N′-acetyl-6-chloro-3-methoxy-1-trityl-1H-pyrazolo[4,3-c]pyridine-4-carbohydrazide), CC[N+](CC)(CC)S(=O)(=O)N=C([O-])OC (Burgess reagent). Solvent: O1CCOCC1 (1,4-dioxane), C(Cl)Cl (DCM), CO (MeOH). Conditions: temperature 100 celsius, time 1 hour. Product: ClC1=CC2=C(C(=N1)C=1OC(=NN1)C)C(=NN2C(C2=CC=CC=C2)(C2=CC=CC=C2)C2=CC=CC=C2)OC (2-(6-chloro-3-methoxy-1-trityl-1H-pyrazolo[4,3-c]pyridin-4-yl)-5-methyl-1,3,4-oxadiazole). RXN SMILES: [C:1]([NH:4][NH:5][C:6]([C:8]1[C:13]2[C:14]([O:36][CH3:37])=[N:15][N:16]([C:17]([C:30]3[CH:35]=[CH:34][CH:33]=[CH:32][CH:31]=3)([C:24]3[CH:29]=[CH:28][CH:27]=[CH:26][CH:25]=3)[C:18]3[CH:23]=[CH:22][CH:21]=[CH:20][CH:19]=3)[C:12]=2[CH:11]=[C:10]([Cl:38])[N:9]=1)=[O:7])(=O)[CH3:2].CC[N+](S(N=C(OC)[O-])(=O)=O)(CC)CC>O1CCOCC1.C(Cl)Cl.CO>[Cl:38][C:10]1[N:9]=[C:8]([C:6]2[O:7][C:1]([CH3:2])=[N:4][N:5]=2)[C:13]2[C:14]([O:36][CH3:37])=[N:15][N:16]([C:17]([C:24]3[CH:25]=[CH:26][CH:27]=[CH:28][CH:29]=3)([C:18]3[CH:19]=[CH:20][CH:21]=[CH:22][CH:23]=3)[C:30]3[CH:31]=[CH:32][CH:33]=[CH:34][CH:35]=3)[C:12]=2[CH:11]=1. Procedure: N′-acetyl-6-chloro-3-methoxy-1-trityl-1H-pyrazolo[4,3-c]pyridine-4-carbohydrazide (48 mg, 0.091 mmol) was taken up in 1,4-dioxane (1.0 ml) and Burgess reagent (39.1 mg, 0.164 mmol) was added. The reaction mixture was stirred at 100° C. for 1 hour. Room temperature was attained. The reaction mixture was diluted with DCM and MeOH and was concentrated in vacuo while loading onto silica gel. The products were then purified by MPLC 0-25% EtOAc/hexanes to give 2-(6-chloro-3-methoxy-1-trityl-1H-pyrazol... Starting materials: C(C)(=O)NC(C(=O)OCC)(C(=O)OCC)CCC1=C(C=CC=C1)[N+](=O)[O-] (diethyl 2-acetamido-2-(o-nitrophenethyl)malonate), Cl (hydrochloric acid). Yields the product Cl.NC(C(=O)O)CCC1=C(C=CC=C1)[N+](=O)[O-] (2-amino-4-(2-nitrophenyl)butyric acid hydrochloride). As a reaction SMILES: C([NH:4][C:5]([CH2:16][CH2:17][C:18]1[CH:23]=[CH:22][CH:21]=[CH:20][C:19]=1[N+:24]([O-:26])=[O:25])(C(OCC)=O)[C:6]([O:8]CC)=[O:7])(=O)C.[ClH:27]>>[ClH:27].[NH2:4][CH:5]([CH2:16][CH2:17][C:18]1[CH:23]=[CH:22][CH:21]=[CH:20][C:19]=1[N+:24]([O-:26])=[O:25])[C:6]([OH:8])=[O:7] |f:2.3|. Procedure: A solution of diethyl 2-acetamido-2-(o-nitrophenethyl)malonate (80 g) in 3N hydrochloric acid (900 ml) was refluxed for 12 hours. The solution was cooled and extracted with ethyl acetate (200 ml). The aqueous solution was filtered, and evaporated to dryness under reduced pressure. The residue was recrystallized from ethanol/ether to give 2-amino-4-(2-nitrophenyl)butyric acid hydrochloride, m.p. 219°-221° (dec).